Dataset: the Open Reaction Database (ORD), a public repository of structured organic reaction records. Task: describe an organic reaction: reactants, conditions, products, and yield The reactants are OC(=O)C(F)(F)F.C(C1=CC=CC=C1)N1CC2=NC(=C(N=C2CC1)NCC(F)F)Cl (6-benzyl-3-chloro-N-(2,2-difluoroethyl)-5,6,7,8-tetrahydropyrido[3,4-b]pyrazin-2-amine TFA salt), Cl.FC1=C(OC2CCNCC2)C=CC(=C1)F (4-(2,4-difluorophenoxyl)piperidine hydrochloride), CC(C)([O-])C.[Na+] (sodium tert-butoxide). Reagents/catalysts: C=1C=CC(=CC1)/C=C/C(=O)/C=C/C2=CC=CC=C2.C=1C=CC(=CC1)/C=C/C(=O)/C=C/C2=CC=CC=C2.C=1C=CC(=CC1)/C=C/C(=O)/C=C/C2=CC=CC=C2.[Pd].[Pd] (Pd2(dba)3), C=1C=CC(=CC1)P(C=2C=CC=CC2)C3=CC=C4C=CC=CC4=C3C5=C6C=CC=CC6=CC=C5P(C=7C=CC=CC7)C=8C=CC=CC8 (BINAP). Solvent: C1(=CC=CC=C1)C (toluene). Product: C(C1=CC=CC=C1)N1CC2=NC(=C(N=C2CC1)NCC(F)F)N1CCC(CC1)OC1=C(C=C(C=C1)F)F (6-benzyl-N-(2,2-difluoroethyl)-3-(4-(2,4-difluorophenoxyl)piperidin-1-yl)-5,6,7,8-tetrahydropyrido[3,4-b]pyrazin-2-amine), C(=O)(C(F)(F)F)O (TFA). The yield is 402.7%. Reaction SMILES: [OH:1][C:2]([C:4]([F:7])([F:6])[F:5])=[O:3].[CH2:8]([N:15]1[CH2:24][CH2:23][C:22]2[C:17](=[N:18][C:19](Cl)=[C:20]([NH:25][CH2:26][CH:27]([F:29])[F:28])[N:21]=2)[CH2:16]1)[C:9]1[CH:14]=[CH:13][CH:12]=[CH:11][CH:10]=1.Cl.[F:32][C:33]1[CH:45]=[C:44]([F:46])[CH:43]=[CH:42][C:34]=1[O:35][CH:36]1[CH2:41][CH2:40][NH:39][CH2:38][CH2:37]1.CC(C)([O-])C.[Na+]>C1(C)C=CC=CC=1.C1C=CC(/C=C/C(/C=C/C2C=CC=CC=2)=O)=CC=1.C1C=CC(/C=C/C(/C=C/C2C=CC=CC=2)=O)=CC=1.C1C=CC(/C=C/C(/C=C/C2C=CC=CC=2)=O)=CC=1.[Pd].[Pd].C1C=CC(P(C2C(C3C(P(C4C=CC=CC=4)C4C=CC=CC=4)=CC=C4C=3C=CC=C4)=C3C(C=CC=C3)=CC=2)C2C=CC=CC=2)=CC=1>[CH2:8]([N:15]1[CH2:24][CH2:23][C:22]2[C:17](=[N:18][C:19]([N:39]3[CH2:38][CH2:37][CH:36]([O:35][C:34]4[CH:42]=[CH:43][C:44]([F:46])=[CH:45][C:33]=4[F:32])[CH2:41][CH2:40]3)=[C:20]([NH:25][CH2:26][CH:27]([F:29])[F:28])[N:21]=2)[CH2:16]1)[C:9]1[CH:14]=[CH:13][CH:12]=[CH:11][CH:10]=1.[C:2]([OH:3])([C:4]([F:7])([F:6])[F:5])=[O:1] |f:0.1,2.3,4.5,7.8.9.10.11|. Procedure details: A solution of 6-benzyl-3-chloro-N-(2,2-difluoroethyl)-5,6,7,8-tetrahydropyrido[3,4-b]pyrazin-2-amine TFA salt (150 mg, 0.331 mmol), 4-(2,4-difluorophenoxyl)piperidine hydrochloride (99 mg, 0.398 mmol), Pd2(dba)3 (15.2 mg, 0.017 mmol), BINAP (20.63 mg, 0.033 mmol), and sodium tert-butoxide (96 mg, 0.994 mmol), in toluene (1104 μL) was stirred at 90° C. overnight. The solvent was removed and the crude product diluted in DMF, filtered through a hydrophilic PTFE 0.45 μm filter (Millipore® Millex-LCR...